From a dataset of the Open Reaction Database (ORD), a public repository of structured organic reaction records. describe an organic reaction: reactants, conditions, products, and yield The reactants are [OH-].[Na+] (NaOH), CS(=O)(=O)OCC=1C=C(C(N2C=CC=CC12)=O)C(=O)OCC (ethyl 1-{[(methylsulfonyl)oxy]methyl}-4-oxo-4H-quinolizine-3-carboxylate), C([O-])([O-])=O.[K+].[K+] (potassium carbonate), Cl (HCl), N1CCOCC1 (morpholine). The solvent is CN(C=O)C (N,N-dimethylformamide). Reaction conditions: time 16 hour. Product: N1(CCOCC1)CC=1C=C(C(N2C=CC=CC12)=O)C(=O)O (1-(morpholin-4-ylmethyl)-4-oxo-4H-quinolizine-3-carboxylic acid). As a reaction SMILES: CS(O[CH2:6][C:7]1[CH:8]=[C:9]([C:18]([O:20]CC)=[O:19])[C:10](=[O:17])[N:11]2[C:16]=1[CH:15]=[CH:14][CH:13]=[CH:12]2)(=O)=O.C(=O)([O-])[O-].[K+].[K+].[NH:29]1[CH2:34][CH2:33][O:32][CH2:31][CH2:30]1.[OH-].[Na+].Cl>CN(C)C=O>[N:29]1([CH2:6][C:7]2[CH:8]=[C:9]([C:18]([OH:20])=[O:19])[C:10](=[O:17])[N:11]3[C:16]=2[CH:15]=[CH:14][CH:13]=[CH:12]3)[CH2:34][CH2:33][O:32][CH2:31][CH2:30]1 |f:1.2.3,5.6|. Procedure: A 25 mL round bottom flask was charged with 0.75 mL of N,N-dimethylformamide, which was evacuated for 5 minutes and purged with nitrogen. To this flask was added ethyl 1-{[(methylsulfonyl)oxy]methyl}-4-oxo-4H-quinolizine-3-carboxylate, potassium carbonate (25 mg, 0.18 mmol), and then morpholine (0.016 mL, 0.18 mmol), which was stirred for 45 minutes. The reaction mixture was charged with 2.5 N NaOH (0.15 mL, 0.36 mmol), which was stirred for 16 hours. The mixture was acidified with 3 N HCl (1 mL... The reactants are ClC1=CC=C(C=C1)C1(C(CNCC1)(C)COCCN(CC)CC)O (4-(4-chloro-phenyl)-3-(2-diethylamino-ethoxymethyl)-3-methyl-piperidin-4-ol), C(=O)([O-])[O-].[K+].[K+] (K2CO3), BrCCC=C1C2=C(OCC3=C1C=CC=N3)C=CC(=C2)C(C)(C)O (2-[5-(3-bromo-propylidene)-5,11-dihydro-10-oxa-1-aza-dibenzo[a,d]cyclohepten-7-yl]-propan-2-ol). Run in C(C)#N.O (acetonitrile water). Reaction conditions: time 48 hour. Product: C(C)(C)(C)OC(=O)N1CC(C(CC1)(O)C1=CC=C(C=C1)Cl)(C)COCCN(CC)CC (4-(4-Chloro-phenyl)-3-(2-diethylamino-ethoxymethyl)-4-hydroxy-3-methyl-piperidine-1-carboxylic acid-tert-butyl ester). As a reaction SMILES: [Cl:1][C:2]1[CH:7]=[CH:6][C:5]([C:8]2([OH:24])[CH2:13][CH2:12][NH:11][CH2:10][C:9]2([CH2:15][O:16][CH2:17][CH2:18][N:19]([CH2:22][CH3:23])[CH2:20][CH3:21])[CH3:14])=[CH:4][CH:3]=1.[C:25]([O-:28])([O-])=[O:26].[K+].[K+].BrCC[CH:34]=[C:35]1[C:41]2C=CC=NC=2COC2C=CC(C(O)(C)C)=C[C:36]1=2>C(#N)C.O>[C:35]([O:28][C:25]([N:11]1[CH2:12][CH2:13][C:8]([C:5]2[CH:4]=[CH:3][C:2]([Cl:1])=[CH:7][CH:6]=2)([OH:24])[C:9]([CH2:15][O:16][CH2:17][CH2:18][N:19]([CH2:22][CH3:23])[CH2:20][CH3:21])([CH3:14])[CH2:10]1)=[O:26])([CH3:41])([CH3:36])[CH3:34] |f:1.2.3,5.6|. Procedure details: To a solution of 4-(4-chloro-phenyl)-3-(2-diethylamino-ethoxymethyl)-3-methyl-piperidin-4-ol in acetonitrile/water (8:2) (3.2 mL) was added K2CO3 and 2-[5-(3-bromo-propylidene)-5,11-dihydro-10-oxa-1-aza-dibenzo[a,d]cyclohepten-7-yl]-propan-2-ol. The solution was allowed to stir at room temperature for 48 h. The reaction was concentrated down and partitioned between EtOAc/H2O, extracted with EtOAc (3×). The organics were collected, dried over MgSO4, filtered and evaporated in vacuo, then purified... Reactants: COC(C(CSCC1=CC=CC=C1)Cl)=O (2-chloro-3-benzylmercapto-propionic acid methyl ester), [N-]=[N+]=[N-].[Na+] (sodium azide). Reagents/catalysts: CCCCCCCC[N+](C)(CCCCCCCC)CCCCCCCC.[Cl-] (Aliquat 336). Solvent: O (water). Yields the product COC(C(CSCC1=CC=CC=C1)N=[N+]=[N-])=O (2-azido-3-benzylmercapto-propionic acid methyl ester). Yield: 98.7%. RXN SMILES: [CH3:1][O:2][C:3](=[O:15])[CH:4](Cl)[CH2:5][S:6][CH2:7][C:8]1[CH:13]=[CH:12][CH:11]=[CH:10][CH:9]=1.[N-:16]=[N+:17]=[N-:18].[Na+]>CCCCCCCC[N+](CCCCCCCC)(CCCCCCCC)C.[Cl-].O>[CH3:1][O:2][C:3](=[O:15])[CH:4]([N:16]=[N+:17]=[N-:18])[CH2:5][S:6][CH2:7][C:8]1[CH:13]=[CH:12][CH:11]=[CH:10][CH:9]=1 |f:1.2,3.4|. Procedure details: 15.0 grams (61.3 mmoles) of the 2-chloro-3-benzylmercapto-propionic acid methyl ester produced in Example 3 were stirred with 5.98 grams (92.0 mmoles) of sodium azide and 1.5 grams of Aliquat 336 in 30 ml of water for 7 hours at 45° C. After working up according to Example 2 there were obtained 15.2 grams (99% of theory) of 2-azido-3-benzylmercapto-propionic acid methyl ester.